From a dataset of the Open Reaction Database (ORD), a public repository of structured organic reaction records. describe an organic reaction: reactants, conditions, products, and yield Starting materials: CCOc1cc(NC(=O)OC(C)(C)C)c(NC(=O)CC(=O)c2cccc(-c3cc(C)nc(C4CC4)c3)c2)cc1C(F)(F)F, ClCCl, O=C(O)C(F)(F)F. Yields the product CCOc1cc2c(cc1C(F)(F)F)NC(=O)CC(c1cccc(-c3cc(C)nc(C4CC4)c3)c1)=N2. RXN SMILES: [C:1]([O:2][C:3](=[O:4])[NH:7][c:8]1[c:9]([NH:21][C:22]([CH2:23][C:24](=[O:5])[c:26]2[cH:27][c:28](-[c:32]3[cH:33][c:34]([CH:39]4[CH2:40][CH2:41]4)[n:35][c:36]([CH3:38])[cH:37]3)[cH:29][cH:30][cH:31]2)=[O:42])[cH:10][c:11]([C:17]([F:18])([F:19])[F:20])[c:12]([O:14][CH2:15][CH3:16])[cH:13]1)([CH3:6])([CH3:25])[CH3:43].[Cl:51][CH2:52][Cl:53].[F:44][C:45]([F:46])([F:47])[C:48]([OH:49])=[O:50]>>[N:7]1=[C:24]([c:26]2[cH:27][c:28](-[c:32]3[cH:33][c:34]([CH:39]4[CH2:40][CH2:41]4)[n:35][c:36]([CH3:38])[cH:37]3)[cH:29][cH:30][cH:31]2)[CH2:23][C:22](=[O:42])[NH:21][c:9]2[c:8]1[cH:13][c:12]([O:14][CH2:15][CH3:16])[c:11]([C:17]([F:18])([F:19])[F:20])[cH:10]2. The reactants are O.O.O.O.O.O.[N+](=O)([O-])[O-].[Y+3].[N+](=O)([O-])[O-].[N+](=O)([O-])[O-] (Yttrium nitrate hexahydrate). The solvent is O (water). Yields the product [N+](=O)([O-])[O-].[Y+3].[N+](=O)([O-])[O-].[N+](=O)([O-])[O-] (yttrium nitrate). Reaction SMILES: O.O.O.O.O.O.[N+:7]([O-:10])([O-:9])=[O:8].[Y+3:11].[N+:12]([O-:15])([O-:14])=[O:13].[N+:16]([O-:19])([O-:18])=[O:17]>O>[N+:7]([O-:10])([O-:9])=[O:8].[Y+3:11].[N+:12]([O-:15])([O-:14])=[O:13].[N+:16]([O-:19])([O-:18])=[O:17] |f:0.1.2.3.4.5.6.7.8.9,11.12.13.14|. Procedure: Yttrium nitrate hexahydrate 95.7 g was dissolved in 1000 g of water, to form an aqueous solution of yttrium nitrate. The solution was heated to 80° C. with stirring, into which 500 g of 25% aqueous ammonia was added dropwisely over 2 hours. Stirring was continued for further 5 hours at 80° C., to form an yttrium hydroxide slurry. The slurry was filtered and washed thoroughly with pure water until pH of the filtrate became neutral. Thus, hydrous yttrium hydroxide was obtained. The yttrium hydroxi... Reactants: CCO, CCN(C(C)C)C(C)C, FC(F)(F)c1nnc2ccc(Cl)nn12, c1ccc(C2CCCNC2)cc1. The product is FC(F)(F)c1nnc2ccc(N3CCCC(c4ccccc4)C3)nn12. Reaction SMILES: [CH3:36][CH2:37][OH:38].[CH:27]([N:28]([CH2:29][CH3:30])[CH:31]([CH3:32])[CH3:33])([CH3:34])[CH3:35].[Cl:1][c:2]1[cH:3][cH:4][c:5]2[n:6]([n:7]1)[c:8]([C:11]([F:12])([F:13])[F:14])[n:9][n:10]2.[c:15]1([CH:21]2[CH2:22][NH:23][CH2:24][CH2:25][CH2:26]2)[cH:16][cH:17][cH:18][cH:19][cH:20]1>>[c:2]1([N:23]2[CH2:22][CH:21]([c:15]3[cH:16][cH:17][cH:18][cH:19][cH:20]3)[CH2:26][CH2:25][CH2:24]2)[cH:3][cH:4][c:5]2[n:6]([n:7]1)[c:8]([C:11]([F:12])([F:13])[F:14])[n:9][n:10]2.